Dataset: the Open Reaction Database (ORD), a public repository of structured organic reaction records. Task: describe an organic reaction: reactants, conditions, products, and yield Reaction SMILES: [CH2:20]1[O:21][CH2:22][CH2:23][CH2:24]1.[CH:1]1([CH2:4][OH:5])[CH2:2][CH2:3]1.[F:8][c:9]1[c:10]([N+:16](=[O:17])[O-:18])[cH:11][cH:12][c:13]([F:15])[cH:14]1.[H-:7].[Na+:6].[OH2:19]>>[CH:1]1([CH2:4][O:5][c:9]2[c:10]([N+:16](=[O:17])[O-:18])[cH:11][cH:12][c:13]([F:15])[cH:14]2)[CH2:2][CH2:3]1. Reactants: C1CCOC1, OCC1CC1, O=[N+]([O-])c1ccc(F)cc1F, [H-], [Na+], O. The product is O=[N+]([O-])c1ccc(F)cc1OCC1CC1. The reactants are CC(C)(C)ON=O, Nc1nc2c(s1)C(=O)c1c(F)cccc1CC2, Nc1nc2c(s1)C(=O)c1ccc(F)cc1CC2, CN(C)C=O. Product: O=C1c2scnc2CCc2cccc(F)c21. As a reaction SMILES: [N:35]([O:36][C:37]([CH3:38])([CH3:39])[CH3:40])=[O:41].[NH2:18][c:19]1[n:20][c:21]2[c:27]([s:28]1)[C:26](=[O:29])[c:25]1[c:24]([cH:33][cH:32][cH:31][c:30]1[F:34])[CH2:23][CH2:22]2.[NH2:1][c:2]1[s:3][c:4]2[c:16]([n:17]1)[CH2:15][CH2:14][c:13]1[c:7]([cH:8][cH:9][c:10]([F:11])[cH:12]1)[C:5]2=[O:6].[O:42]=[CH:43][N:44]([CH3:45])[CH3:46]>>[cH:19]1[n:20][c:21]2[c:27]([s:28]1)[C:26](=[O:29])[c:25]1[c:24]([cH:33][cH:32][cH:31][c:30]1[F:34])[CH2:23][CH2:22]2. Reactants: FC1=C(C=C(N)C=C1)[N+](=O)[O-] (4-Fluoro-3-nitro aniline), BrC1=CC=C(C(=O)Cl)C=C1 (4-bromobenzoyl chloride), C(C)(C)N(CC)C(C)C (diisopropylethylamine). Run in ClCCl (dichloromethane), ClCCl (dichloromethane). Product: BrC1=CC=C(C(=O)NC2=CC(=C(C=C2)F)[N+](=O)[O-])C=C1 (4-Bromo-N-(4-fluoro-3-nitro-phenyl)-benzamide). Reaction conditions: time 2 hour. The yield is 82.0%. RXN SMILES: [F:1][C:2]1[CH:8]=[CH:7][C:5]([NH2:6])=[CH:4][C:3]=1[N+:9]([O-:11])=[O:10].[Br:12][C:13]1[CH:21]=[CH:20][C:16]([C:17](Cl)=[O:18])=[CH:15][CH:14]=1.C(N(C(C)C)CC)(C)C>ClCCl>[Br:12][C:13]1[CH:21]=[CH:20][C:16]([C:17]([NH:6][C:5]2[CH:7]=[CH:8][C:2]([F:1])=[C:3]([N+:9]([O-:11])=[O:10])[CH:4]=2)=[O:18])=[CH:15][CH:14]=1. Procedure: A mixture of 4-Fluoro-3-nitro aniline (0.5 g, 3.2 mmol), 4-bromobenzoyl chloride (0.702 g, 3.2 mmol), diisopropylethylamine (0.56 ml, 3.2 mmol) in dichloromethane (10 mL) was stirred at room temperature for 2 hr. The mixture was diluted with dichloromethane (50 mL) and washed with 10% sodium bicarbonate and 10% sodium chloride, then dried over anhydrous sodium sulfate, filtered and concentrated under vacuum giving the title compound as a yellow solid (0.89 g, 82%).